From a dataset of the Open Reaction Database (ORD), a public repository of structured organic reaction records. describe an organic reaction: reactants, conditions, products, and yield The product is CCC(CC)CN1CCCc2cc(Oc3ccc(C(N)=O)cn3)ccc2C1. RXN SMILES: [Br:28][CH2:29][CH:30]([CH2:31][CH3:32])[CH2:33][CH3:34].[CH2:1]1[NH:2][CH2:3][CH2:4][CH2:5][c:6]2[c:7]1[cH:8][cH:9][c:10]([O:12][c:13]1[n:14][cH:15][c:16]([C:17](=[O:18])[NH2:19])[cH:20][cH:21]1)[cH:11]2.[CH3:35][CH2:36][O:37][C:38](=[O:39])[CH3:40].[K+:22].[K+:23].[O-:24][C:25]([O-:26])=[O:27].[O:41]=[CH:42][N:43]([CH3:44])[CH3:45]>>[CH2:1]1[N:2]([CH2:29][CH:30]([CH2:31][CH3:32])[CH2:33][CH3:34])[CH2:3][CH2:4][CH2:5][c:6]2[c:7]1[cH:8][cH:9][c:10]([O:12][c:13]1[n:14][cH:15][c:16]([C:17](=[O:18])[NH2:19])[cH:20][cH:21]1)[cH:11]2. Reactants: CCC(CC)CBr, NC(=O)c1ccc(Oc2ccc3c(c2)CCCNC3)nc1, CCOC(C)=O, [K+], [K+], O=C([O-])[O-], CN(C)C=O. The reactants are OCCC1CCC2=C(CC1)C(C(=C(C2=O)OC)OC)=O (7-(2-hydroxyethyl)-2,3-dimethoxy-4,5,6,7,8,9-hexahydro-1H-benzo[a]cycloheptene-1,4-dione), COC1=CC=C(C=C1)O (p-methoxyphenol), C1(=CC=CC=C1)P(C1=CC=CC=C1)C1=CC=CC=C1 (triphenylphosphine), N(=NC(=O)OCC)C(=O)OCC (diethyl azodicarboxylate). The solvent is C1CCOC1 (THF), C1CCOC1 (THF). Reaction conditions: time 2 hour. Yields the product COC1=C(C(C2=C(CCC(CC2)CCOC2=CC=C(C=C2)OC)C1=O)=O)OC (2,3-Dimethoxy-7-[2-(4-methoxyphenoxy)ethyl]-4,5,6,7,8,9-hexahydro-1H-benzo[a]cycloheptene-1,4-dione). Isolated yield 88.1%. As a reaction SMILES: [OH:1][CH2:2][CH2:3][CH:4]1[CH2:10][CH2:9][C:8]2[C:11](=[O:20])[C:12]([O:18][CH3:19])=[C:13]([O:16][CH3:17])[C:14](=[O:15])[C:7]=2[CH2:6][CH2:5]1.[CH3:21][O:22][C:23]1[CH:28]=[CH:27][C:26](O)=[CH:25][CH:24]=1.C1(P(C2C=CC=CC=2)C2C=CC=CC=2)C=CC=CC=1.N(C(OCC)=O)=NC(OCC)=O>C1COCC1>[CH3:17][O:16][C:13]1[C:14](=[O:15])[C:7]2[CH2:6][CH2:5][CH:4]([CH2:3][CH2:2][O:1][C:26]3[CH:27]=[CH:28][C:23]([O:22][CH3:21])=[CH:24][CH:25]=3)[CH2:10][CH2:9][C:8]=2[C:11](=[O:20])[C:12]=1[O:18][CH3:19]. Procedure: To a solution of 7-(2-hydroxyethyl)-2,3-dimethoxy-4,5,6,7,8,9-hexahydro-1H-benzo[a]cycloheptene-1,4-dione (56 mg), p-methoxyphenol (78 mg), and triphenylphosphine (69 mg) in THF (1 ml) was added a solution of diethyl azodicarboxylate (45, mg) in THF (1 ml) at room temperature. The reaction mixture was stirred at room temperature for 2 hr and then concentrated in vacuo. The residue was purified by alumina column chromatography (ethyl acetate:hexane=1:4) and then recrystallized from ethyl acetate-... Starting materials: ClC1=NC=C(C=C1)C1=CC=C(C=C1)C(C)=O (2-chloro-5-(4-acetylphenyl)pyridine), C(C)(C)N1CCNCC1 (1-isopropylpiperazine). The product is Cl.Cl.C(C)(C)N1CCN(CC1)C1=CC=C(C=N1)C1=CC=C(C=C1)C(C)=O (1-{4-[6-(4-Isopropylpiperazin-1-yl)pyridin-3-yl]phenyl}ethanone, dihydrochloride). As a reaction SMILES: [Cl:1][C:2]1[CH:7]=[CH:6][C:5]([C:8]2[CH:13]=[CH:12][C:11]([C:14](=[O:16])[CH3:15])=[CH:10][CH:9]=2)=[CH:4][N:3]=1.[CH:17]([N:20]1[CH2:25][CH2:24][NH:23][CH2:22][CH2:21]1)([CH3:19])[CH3:18]>>[ClH:1].[ClH:1].[CH:17]([N:20]1[CH2:25][CH2:24][N:23]([C:2]2[N:3]=[CH:4][C:5]([C:8]3[CH:13]=[CH:12][C:11]([C:14](=[O:16])[CH3:15])=[CH:10][CH:9]=3)=[CH:6][CH:7]=2)[CH2:22][CH2:21]1)([CH3:19])[CH3:18] |f:2.3.4|. Reported procedure: The title compound was prepared by a similar procedure to that described in Example 1, starting from 2-chloro-5-(4-acetylphenyl)pyridine and 1-isopropylpiperazine. As a reaction SMILES: [N:1]1([CH:7]2[CH2:12][CH2:11][CH:10]([N:13]3[C:18](=[O:19])[C:17]([CH2:20][C:21]4[CH:26]=[CH:25][C:24]([C:27]5[C:28]([C:33]#[N:34])=[CH:29][CH:30]=[CH:31][CH:32]=5)=[CH:23][CH:22]=4)=[C:16]([CH2:35][CH2:36][CH3:37])[N:15]4[N:38]=[CH:39][N:40]=[C:14]34)[CH2:9][CH2:8]2)[CH2:6][CH2:5][O:4][CH2:3][CH2:2]1.C([Sn](=O)CCCC)CCC.[N:51]([Si](C)(C)C)=[N+:52]=[N-:53].C1(C)C=CC=CC=1>C(OCC)(=O)C>[N:1]1([CH:7]2[CH2:12][CH2:11][CH:10]([N:13]3[C:18](=[O:19])[C:17]([CH2:20][C:21]4[CH:26]=[CH:25][C:24]([C:27]5[CH:32]=[CH:31][CH:30]=[CH:29][C:28]=5[C:33]5[NH:53][N:52]=[N:51][N:34]=5)=[CH:23][CH:22]=4)=[C:16]([CH2:35][CH2:36][CH3:37])[N:15]4[N:38]=[CH:39][N:40]=[C:14]34)[CH2:9][CH2:8]2)[CH2:6][CH2:5][O:4][CH2:3][CH2:2]1. Run at temperature 110 celsius, time 48 hour. The yield is 23.1%. Product: N1(CCOCC1)C1CCC(CC1)N1C=2N(C(=C(C1=O)CC1=CC=C(C=C1)C1=C(C=CC=C1)C1=NN=NN1)CCC)N=CN2 (4-(4-morpholin-4-ylcyclohexyl)-7-propyl-6-{[2′-(1H-tetrazol-5-yl)biphenyl-4-yl]methyl}[1,2,4]triazolo[1,5-a]pyrimidin-5(4H)-one). Starting materials: N1(CCOCC1)C1CCC(CC1)N1C=2N(C(=C(C1=O)CC1=CC=C(C=C1)C=1C(=CC=CC1)C#N)CCC)N=CN2 (4′-{[4-(4-morpholin-4-ylcyclohexyl)-5-oxo-7-propyl-4,5-dihydro[1,2,4]triazolo[1,5-a]pyrimidin-6-yl]methyl}biphenyl-2-carbonitrile), C(CCC)[Sn](CCCC)=O (dibutyltin oxide), N(=[N+]=[N-])[Si](C)(C)C (azidotrimethylsilane), C1(=CC=CC=C1)C (toluene). Procedure: A mixture of 4′-{[4-(4-morpholin-4-ylcyclohexyl)-5-oxo-7-propyl-4,5-dihydro[1,2,4]triazolo[1,5-a]pyrimidin-6-yl]methyl}biphenyl-2-carbonitrile (0.08 g), dibutyltin oxide (0.0037 g), azidotrimethylsilane (0.26 g) and toluene (10 mL) was stirred at 110° C. for 48 hr. The reaction mixture was diluted with ethyl acetate, washed with water and then with saturated brine, and dried over anhydrous magnesium sulfate. The solvent was evaporated under reduced pressure, and the residue was purified by silic... Solvent: C(C)(=O)OCC (ethyl acetate).